This data is from the Open Reaction Database (ORD), a public repository of structured organic reaction records. The task is: describe an organic reaction: reactants, conditions, products, and yield The reactants are S1C=NC2=C1C=C(C=C2)NC(C2=C(C=C(C(=C2)[N+](=O)[O-])F)Cl)=O (N-benzothiazol-6-yl-2-chloro-4-fluoro-5-nitrobenzamide), [NH4+].[OH-] (NH4OH), C(C)NCC (diethylamine). Solvent: O1CCOCC1 (dioxane). Product: NC1=CC(=C(C(=O)NC2=CC3=C(N=CS3)C=C2)C=C1[N+](=O)[O-])N(CC)CC (4-amino-N-benzothiazol-6-yl-2-diethylamino-5-nitrobenzamide). RXN SMILES: [S:1]1[C:5]2[CH:6]=[C:7]([NH:10][C:11](=[O:23])[C:12]3[CH:17]=[C:16]([N+:18]([O-:20])=[O:19])[C:15](F)=[CH:14][C:13]=3Cl)[CH:8]=[CH:9][C:4]=2[N:3]=[CH:2]1.[NH4+:24].[OH-].[CH2:26]([NH:28][CH2:29][CH3:30])[CH3:27]>O1CCOCC1>[NH2:24][C:15]1[C:16]([N+:18]([O-:20])=[O:19])=[CH:17][C:12]([C:11]([NH:10][C:7]2[CH:8]=[CH:9][C:4]3[N:3]=[CH:2][S:1][C:5]=3[CH:6]=2)=[O:23])=[C:13]([N:28]([CH2:29][CH3:30])[CH2:26][CH3:27])[CH:14]=1 |f:1.2|. Reported procedure: A solution of the aforementioned amide (3 mmol) in dioxane was reacted with aqueous NH4OH and subsequently with diethylamine using the one-pot procedure described for Example 115 to yield 4-amino-N-benzothiazol-6-yl-2-diethylamino-5-nitrobenzamide as a yellow solid. The reactants are [BH4-], CO, ClCCl, [Na+], O=C1COC(c2cccc(C(F)(F)F)c2)=NN1C(=O)Nc1ccc(C(F)(F)F)cc1. The product is O=C(Nc1ccc(C(F)(F)F)cc1)N1N=C(c2cccc(C(F)(F)F)c2)OCC1O. Reaction SMILES: [BH4-:31].[CH3:36][OH:37].[Cl:33][CH2:34][Cl:35].[Na+:32].[O:1]=[C:2]1[N:3]([C:18](=[O:19])[NH:20][c:21]2[cH:22][cH:23][c:24]([C:27]([F:28])([F:29])[F:30])[cH:25][cH:26]2)[N:4]=[C:5]([c:8]2[cH:9][c:10]([C:14]([F:15])([F:16])[F:17])[cH:11][cH:12][cH:13]2)[O:6][CH2:7]1>>[OH:1][CH:2]1[N:3]([C:18](=[O:19])[NH:20][c:21]2[cH:22][cH:23][c:24]([C:27]([F:28])([F:29])[F:30])[cH:25][cH:26]2)[N:4]=[C:5]([c:8]2[cH:9][c:10]([C:14]([F:15])([F:16])[F:17])[cH:11][cH:12][cH:13]2)[O:6][CH2:7]1.